From a dataset of the Open Reaction Database (ORD), a public repository of structured organic reaction records. describe an organic reaction: reactants, conditions, products, and yield The reactants are Cl.OC1C(C(OC1)C=1C=NC=CC1)CCCO (4-hydroxy-3-(3-hydroxyprop-1-yl)-2-(3-pyridyl)tetrahydrofuran hydrochloride), [Si](C)(C)(C(C)(C)C)Cl (t-butyldimethylsilyl chloride), N1C=NC=C1 (imidazole). The solvent is CN(C=O)C (dimethylformamide). Product: [Si](C)(C)(C(C)(C)C)OCCCC1C(OCC1O)C=1C=NC=CC1 (3-(3-t-butyldimethylsilyloxyprop-1-yl)-4-hydroxy-2-(3-pyridyl)tetrahydrofuran). Reaction SMILES: Cl.[OH:2][CH:3]1[CH2:7][O:6][CH:5]([C:8]2[CH:9]=[N:10][CH:11]=[CH:12][CH:13]=2)[CH:4]1[CH2:14][CH2:15][CH2:16][OH:17].[Si:18](Cl)([C:21]([CH3:24])([CH3:23])[CH3:22])([CH3:20])[CH3:19].N1C=CN=C1>CN(C)C=O>[Si:18]([O:17][CH2:16][CH2:15][CH2:14][CH:4]1[CH:3]([OH:2])[CH2:7][O:6][CH:5]1[C:8]1[CH:9]=[N:10][CH:11]=[CH:12][CH:13]=1)([C:21]([CH3:24])([CH3:23])[CH3:22])([CH3:20])[CH3:19] |f:0.1|. Procedure details: A solution of 10 g (0.0448 mole) of 4-hydroxy-3-(3-hydroxyprop-1-yl)-2-(3-pyridyl)tetrahydrofuran hydrochloride, 7.68 g (0.048 mole) of t-butyldimethylsilyl chloride and 6.86 g (0.0977 mole) of imidazole in 105.8 ml of dimethylformamide is stirred at room temperature for 15 h and evaporated. The residue is triturated with ethyl acetate and washed with water and brine, dried (MgSO4) and evaporated. The residue is purified by flash chromatography using methylene chloride-ethyl acetate-methanol (20...